Task: describe an organic reaction: reactants, conditions, products, and yield. Dataset: the Open Reaction Database (ORD), a public repository of structured organic reaction records Starting materials: O=Cc1cc(Br)ccc1F, O=C([O-])[O-], CCOC(=O)Cc1ccc(OC)c(O)c1, C1COCCO1, [K+], [K+]. Yields the product CCOC(=O)Cc1ccc(OC)c(Oc2ccc(Br)cc2C=O)c1. As a reaction SMILES: [Br:16][c:17]1[cH:18][cH:19][c:20]([F:25])[c:21]([CH:22]=[O:23])[cH:24]1.[C:26](=[O:27])([O-:28])[O-:29].[CH2:1]([CH3:2])[O:3][C:4]([CH2:5][c:6]1[cH:7][c:8]([OH:14])[c:9]([O:12][CH3:13])[cH:10][cH:11]1)=[O:15].[CH2:32]1[O:33][CH2:34][CH2:35][O:36][CH2:37]1.[K+:30].[K+:31]>>[CH2:1]([CH3:2])[O:3][C:4]([CH2:5][c:6]1[cH:7][c:8]([O:14][c:20]2[cH:19][cH:18][c:17]([Br:16])[cH:24][c:21]2[CH:22]=[O:23])[c:9]([O:12][CH3:13])[cH:10][cH:11]1)=[O:15]. Reactants: C(CCC)N1C(=O)C(=O)C2=CC=CC=C12 (N-butyl isatin), C(C)(=O)C1=NC=CC=C1 (2-acetyl pyridine), CNC (dimethyl amine). Reaction conditions: time 8 hour. The product is C(CCC)N1C(C(C2=CC=CC=C12)(CC(C1=NC=CC=C1)=O)O)=O (1-butyl-3-hydroxy-3-(2-oxo-2-(pyridin-2-yl)ethyl)indolin-2-one). The yield is 80.0%. Reaction SMILES: [CH2:1]([N:5]1[C:15]2[C:10](=[CH:11][CH:12]=[CH:13][CH:14]=2)[C:8](=[O:9])[C:6]1=[O:7])[CH2:2][CH2:3][CH3:4].[C:16]([C:19]1[CH:24]=[CH:23][CH:22]=[CH:21][N:20]=1)(=[O:18])[CH3:17].CNC>>[CH2:1]([N:5]1[C:15]2[C:10](=[CH:11][CH:12]=[CH:13][CH:14]=2)[C:8]([OH:9])([CH2:17][C:16](=[O:18])[C:19]2[CH:24]=[CH:23][CH:22]=[CH:21][N:20]=2)[C:6]1=[O:7])[CH2:2][CH2:3][CH3:4]. Reported procedure: To a clean dry flask equipped with a stir bar was added the N-butyl isatin (0.4 grams, 1.97 mmol, 0.3 M in Methanol). 2-acetyl pyridine (0.44 mL, 3.94 mmol, purchased from Fisher Scientific) was then added to the stirring solution followed by 49 μL of dimethyl amine (40% by weight in water, purchased from Fisher Scientific). The stirring solution was stirred overnight at room temperature. The next day the solution was heated to 60° C. for 5 minutes. The solution was then concentrated and purifie...